This data is from the Open Reaction Database (ORD), a public repository of structured organic reaction records. The task is: describe an organic reaction: reactants, conditions, products, and yield The reactants are FC(C(=O)O)(F)F (trifluoroacetic acid), O (water), C(C1=CC=CC=C1)O[C@@H]1[C@H]([C@H](O[C@@H]([C@H]1OCC1=CC=CC=C1)COCC1=CC=CC=C1)CP(OCC)(OCC)=O)O[Si](C)(C)C(C)(C)C (diethyl (((2S,3R,4S,5R,6R)-4,5-bis(benzyloxy)-6-((benzyloxy)methyl)-3-((tert-butyldimethylsilyl)oxy)tetrahydro-2H-pyran-2-yl)methyl)phosphonate). Solvent: C(Cl)Cl (DCM). Run at time 16 hour. Product: C(C1=CC=CC=C1)O[C@@H]1[C@H]([C@H](O[C@@H]([C@H]1OCC1=CC=CC=C1)COCC1=CC=CC=C1)CP(OCC)(OCC)=O)O (diethyl (((2S,3R,4R,5R,6R)-4,5-bis(benzyloxy)-6-((benzyloxy)methyl)-3-hydroxytetrahydro-2H-pyran-2-yl)methyl)phosphonate). The yield is 76.1%. Reaction SMILES: [CH2:1]([O:8][C@H:9]1[C@H:14]([O:15][CH2:16][C:17]2[CH:22]=[CH:21][CH:20]=[CH:19][CH:18]=2)[C@@H:13]([CH2:23][O:24][CH2:25][C:26]2[CH:31]=[CH:30][CH:29]=[CH:28][CH:27]=2)[O:12][C@H:11]([CH2:32][P:33](=[O:40])([O:37][CH2:38][CH3:39])[O:34][CH2:35][CH3:36])[C@@H:10]1[O:41][Si](C(C)(C)C)(C)C)[C:2]1[CH:7]=[CH:6][CH:5]=[CH:4][CH:3]=1.FC(F)(F)C(O)=O.O>C(Cl)Cl>[CH2:1]([O:8][C@H:9]1[C@H:14]([O:15][CH2:16][C:17]2[CH:22]=[CH:21][CH:20]=[CH:19][CH:18]=2)[C@@H:13]([CH2:23][O:24][CH2:25][C:26]2[CH:27]=[CH:28][CH:29]=[CH:30][CH:31]=2)[O:12][C@H:11]([CH2:32][P:33](=[O:40])([O:37][CH2:38][CH3:39])[O:34][CH2:35][CH3:36])[C@@H:10]1[OH:41])[C:2]1[CH:3]=[CH:4][CH:5]=[CH:6][CH:7]=1. Procedure details: A solution of diethyl (((2S,3R,4S,5R,6R)-4,5-bis(benzyloxy)-6-((benzyloxy)methyl)-3-((tert-butyldimethylsilyl)oxy)tetrahydro-2H-pyran-2-yl)methyl)phosphonate (3.3 g, 4.72 mmol, 1.0 equiv) in DCM (50 mL) was cooled to 0° C., and a mixture of trifluoroacetic acid and water (3.3 mL/0.33 mL) was added. The reaction mixture was then stirred at room temperature for 16 hours. The mixture was then sequentially washed with saturated aqueous sodium bicarbonate solution (120 mL) and water (100 mL). The org...